Dataset: the Open Reaction Database (ORD), a public repository of structured organic reaction records. Task: describe an organic reaction: reactants, conditions, products, and yield Starting materials: Cl (HCl), C(#N)C=1C=C(C=CC1)COC=1C=C(C=C(C1)C)OS(=O)(=O)C1=C(C=CC=C1)Cl (2-chlorobenzenesulfonic acid 3-[(3-cyanophenyl)methoxy]-5-methylphenyl ester), Cl.CN (methylamine hydrochloride), C(=O)([O-])[O-].[Na+].[Na+] (Na2CO3). Solvent: C(C)O (ethanol), C(Cl)Cl (methylene chloride). Run at time 3 day. Yields the product ClC1=C(C=CC=C1)S(=O)(=O)O (2-Chlorobenzenesulfonic acid). Yield: 75.3%. RXN SMILES: C(C1C=C(COC2C=C([O:18][S:19]([C:22]3[CH:27]=[CH:26][CH:25]=[CH:24][C:23]=3[Cl:28])(=[O:21])=[O:20])C=C(C)C=2)C=CC=1)#N.Cl.Cl.CN.C([O-])([O-])=O.[Na+].[Na+]>C(Cl)Cl.C(O)C>[Cl:28][C:23]1[CH:24]=[CH:25][CH:26]=[CH:27][C:22]=1[S:19]([OH:21])(=[O:20])=[O:18] |f:2.3,4.5.6|. Procedure: To a solution of 2-chlorobenzenesulfonic acid 3-[(3-cyanophenyl)methoxy]-5-methylphenyl ester (414 mg, 1.0 mmol), as prepared in step (a) of Example 6, in methylene chloride (10 mL) was added 37% HCl in ethanol (15 mL) at 0° C. The mixture was allowed to stand at 0° C. for 3 days. The solvent was evaporated and the residue was concentrated in vacuo from methylene chloride several times. The residue was dissolved in ethanol (10 mL), treated with methylamine hydrochloride (270 mg, 4.0 mmol) and Na... Reaction SMILES: Br[C:2]1[CH:7]=[CH:6][C:5](Br)=[CH:4][CH:3]=1.C([Li])CCC.[CH3:14][CH:15]([CH3:42])[C:16]([C:18]1[N:19]=[CH:20][N:21]([C:23]([C:36]2[CH:41]=[CH:40][CH:39]=[CH:38][CH:37]=2)([C:30]2[CH:35]=[CH:34][CH:33]=[CH:32][CH:31]=2)[C:24]2[CH:29]=[CH:28][CH:27]=[CH:26][CH:25]=2)[CH:22]=1)=[O:17].[B:43](OC)([O:46]C)[O:44]C.[Cl-].[NH4+]>C1COCC1.CCCCCC>[OH:17][C:16]([C:2]1[CH:7]=[CH:6][C:5]([B:43]([OH:46])[OH:44])=[CH:4][CH:3]=1)([C:18]1[N:19]=[CH:20][N:21]([C:23]([C:36]2[CH:41]=[CH:40][CH:39]=[CH:38][CH:37]=2)([C:30]2[CH:31]=[CH:32][CH:33]=[CH:34][CH:35]=2)[C:24]2[CH:29]=[CH:28][CH:27]=[CH:26][CH:25]=2)[CH:22]=1)[CH:15]([CH3:42])[CH3:14] |f:4.5|. Solvent: CCCCCC (hexane), C1CCOC1 (THF), C1CCOC1 (THF), CCCCCC (hexane). Procedure details: To a solution of p-dibromobenzene (66.0 g) in THF (700 ml) was added dropwise a solution (1.6 M; 180 ml) of n-butyllithium in hexane at —78° C., and the mixture was stirred at the same temperature for 15 min. A solution of 2-methyl-1-(1-trityl-1H-imidazol-4-yl)-1-propanone (85.0 g) in THF (250 ml) was added dropwise, and the mixture was further stirred for 15 min. To the reaction mixture was added dropwise a solution (1.6 M; 270 ml) of n-butyllithium in hexane at −78° C., and the mixture was sti... Starting materials: C(CCC)[Li] (n-butyllithium), B(OC)(OC)OC (trimethyl borate), CC(C(=O)C=1N=CN(C1)C(C1=CC=CC=C1)(C1=CC=CC=C1)C1=CC=CC=C1)C (2-methyl-1-(1-trityl-1H-imidazol-4-yl)-1-propanone), BrC1=CC=C(C=C1)Br (p-dibromobenzene), C(CCC)[Li] (n-butyllithium), [Cl-].[NH4+] (ammonium chloride). Yields the product OC(C(C)C)(C=1N=CN(C1)C(C1=CC=CC=C1)(C1=CC=CC=C1)C1=CC=CC=C1)C1=CC=C(C=C1)B(O)O (4-[1-hydroxy-2-methyl-1-(1-trityl-1H-imidazol-4-yl)propyl]phenylboronic acid). Reaction conditions: time 15 minute. The reactants are CC(=O)O, Cn1cc2c(-c3ccc(Cl)nc3)c(-c3ccncc3)c(-c3ccc(F)cc3)nc2n1. Yields the product Cn1cc2c(-c3cccnc3)c(-c3ccncc3)c(-c3ccc(F)cc3)nc2n1. As a reaction SMILES: [C:31]([OH:32])(=[O:33])[CH3:34].[Cl:1][c:2]1[cH:3][cH:4][c:5](-[c:8]2[c:9]3[c:10]([n:11][c:12](-[c:20]4[cH:21][cH:22][c:23]([F:26])[cH:24][cH:25]4)[c:13]2-[c:14]2[cH:15][cH:16][n:17][cH:18][cH:19]2)[n:27][n:28]([CH3:30])[cH:29]3)[cH:6][n:7]1>>[cH:2]1[cH:3][cH:4][c:5](-[c:8]2[c:9]3[c:10]([n:11][c:12](-[c:20]4[cH:21][cH:22][c:23]([F:26])[cH:24][cH:25]4)[c:13]2-[c:14]2[cH:15][cH:16][n:17][cH:18][cH:19]2)[n:27][n:28]([CH3:30])[cH:29]3)[cH:6][n:7]1. Starting materials: CC(=O)CN(CC(=O)O)C(=O)OC(C)(C)C, CC(=O)O[BH-](OC(C)=O)OC(C)=O, CC(Cl)Cl, NCc1ccc(F)cc1, [Na+]. The product is CC1CN(C(=O)OC(C)(C)C)CC(=O)N1Cc1ccc(F)cc1. Reaction SMILES: [C:1]([CH3:2])([CH3:3])([CH3:4])[O:5][C:6](=[O:7])[N:8]([CH2:9][C:10]([OH:12])=[O:16])[CH2:13][C:14](=[O:11])[CH3:15].[C:26]([O:27][BH-:28]([O:29][C:30](=[O:31])[CH3:32])[O:33][C:34](=[O:35])[CH3:36])(=[O:37])[CH3:38].[Cl:40][CH:41]([Cl:42])[CH3:43].[F:17][c:18]1[cH:19][cH:20][c:21]([CH2:22][NH2:23])[cH:24][cH:25]1.[Na+:39]>>[C:1]([CH3:2])([CH3:3])([CH3:4])[O:5][C:6](=[O:7])[N:8]1[CH2:9][C:10](=[O:12])[N:23]([CH2:22][c:21]2[cH:20][cH:19][c:18]([F:17])[cH:25][cH:24]2)[CH:14]([CH3:15])[CH2:13]1. Reactants: CC1=C(C(=NO1)C1=CC=CC=C1)COC=1N=CC(=NC1)C(=O)O (5-(5-methyl-3-phenyl-isoxazol-4-ylmethoxy)-pyrazine-2-carboxylic acid), F[B-](F)(F)F.N1(N=NC2=C1C=CC=C2)OC(=[N+](C)C)N(C)C (2-(1H-benzotriazole-1-yl)-1,1,3,3-tetramethyluronium tetrafluoroborate), C(C)(C)N(C(C)C)CC (N,N-diisopropyl ethyl amine), NCC1CC1 (aminomethylcyclopropane). Run in O (water), CN(C)C=O (DMF). Conditions: time 30 minute. Product: C1(CC1)CNC(=O)C1=NC=C(N=C1)OCC=1C(=NOC1C)C1=CC=CC=C1 (5-(5-Methyl-3-phenyl-isoxazol-4-ylmethoxy)-pyrazine-2-carboxylic acid cyclopropylmethyl-amide). Reaction SMILES: [CH3:1][C:2]1[O:6][N:5]=[C:4]([C:7]2[CH:12]=[CH:11][CH:10]=[CH:9][CH:8]=2)[C:3]=1[CH2:13][O:14][C:15]1[N:16]=[CH:17][C:18]([C:21]([OH:23])=O)=[N:19][CH:20]=1.F[B-](F)(F)F.[N:29]1(OC(N(C)C)=[N+](C)C)[C:33]2[CH:34]=[CH:35][CH:36]=CC=2N=N1.C(N(CC)C(C)C)(C)C.NCC1CC1>CN(C=O)C.O>[CH:34]1([CH2:33][NH:29][C:21]([C:18]2[CH:17]=[N:16][C:15]([O:14][CH2:13][C:3]3[C:4]([C:7]4[CH:8]=[CH:9][CH:10]=[CH:11][CH:12]=4)=[N:5][O:6][C:2]=3[CH3:1])=[CH:20][N:19]=2)=[O:23])[CH2:36][CH2:35]1 |f:1.2|. Procedure: To a solution of 5-(5-methyl-3-phenyl-isoxazol-4-ylmethoxy)-pyrazine-2-carboxylic acid (150 mg, 0.48 mmol) in DMF (2 mL) were added 2-(1H-benzotriazole-1-yl)-1,1,3,3-tetramethyluronium tetrafluoroborate (170 mg, 0.55 mmol), N,N-diisopropyl ethyl amine (410 μL, 2.4 mmol) and aminomethylcyclopropane (41 mg, 0.58 mmol). The resulting reaction mixture was stirred for 30 min at room temperature and diluted with water. The mixture was then extracted with ethyl acetate and the combined organic layers w... Reactants: OC1=CC=C(CO)C=C1 (4-hydroxy-benzyl alcohol), C1(CCCCC1)CBr (cyclohexylmethyl bromide). Product: C1(CCCCC1)COC1=CC=C(CO)C=C1 (4-(cyclohexylmethoxy)benzyl alcohol). Reaction SMILES: [OH:1][C:2]1[CH:9]=[CH:8][C:5]([CH2:6][OH:7])=[CH:4][CH:3]=1.[CH:10]1([CH2:16]Br)[CH2:15][CH2:14][CH2:13][CH2:12][CH2:11]1>>[CH:10]1([CH2:16][O:1][C:2]2[CH:9]=[CH:8][C:5]([CH2:6][OH:7])=[CH:4][CH:3]=2)[CH2:15][CH2:14][CH2:13][CH2:12][CH2:11]1. Procedure: 3-3 was prepared as described for the synthesis of 1-6 except 4-hydroxy-benzyl alcohol (3-1) and cyclohexylmethyl bromide (3-2) were used in Step A to yield 4-(cyclohexylmethoxy)benzyl alcohol directly. mp: 241°-3° C.; Starting materials: COC=1C=C(C=C(C1OC)OC)NC=1OC2=C(N1)C=CC=C2C2=CC=C(C#N)C=C2 (4-[2-(3,4,5-Trimethoxy-phenylamino)-benzooxazol-7-yl]-benzonitrile). The reagents and catalysts are [Ni] (Ra—Ni). Solvent: CO (MeOH), C1CCOC1 (THF). Reaction conditions: time 20 hour. Yields the product NCC1=CC=C(C=C1)C1=CC=CC=2N=C(OC21)NC2=CC(=C(C(=C2)OC)OC)OC ([7-(4-Aminomethyl-phenyl)-benzooxazol-2-yl]-(3,4,5-trimethoxy-phenyl)-amine). Reaction SMILES: [CH3:1][O:2][C:3]1[CH:4]=[C:5]([NH:13][C:14]2[O:15][C:16]3[C:22]([C:23]4[CH:30]=[CH:29][C:26]([C:27]#[N:28])=[CH:25][CH:24]=4)=[CH:21][CH:20]=[CH:19][C:17]=3[N:18]=2)[CH:6]=[C:7]([O:11][CH3:12])[C:8]=1[O:9][CH3:10]>CO.C1COCC1.[Ni]>[NH2:28][CH2:27][C:26]1[CH:29]=[CH:30][C:23]([C:22]2[C:16]3[O:15][C:14]([NH:13][C:5]4[CH:4]=[C:3]([O:2][CH3:1])[C:8]([O:9][CH3:10])=[C:7]([O:11][CH3:12])[CH:6]=4)=[N:18][C:17]=3[CH:19]=[CH:20][CH:21]=2)=[CH:24][CH:25]=1. Reported procedure: To a solution of 0.117 g (0.291 mmol) 4-[2-(3,4,5-trimethoxy-phenylamino)-benzooxazol-7-yl]-benzonitrile (example 19) in 5 ml MeOH (MeOH contains 5% NH3), 5 ml THF and 30 mg Ra—Ni (B113W EtOH, Degussa) are added. Then this mixture is hydrogenated under normal pressure for 20 h at room temperature. The reaction mixture is filtered (2 glass fiber filters used) and the filtrate is concentrated in vacuo. The residue is purified by crystallization from dichloromethane/diethyl ether to afford the titl...